This data is from the Open Reaction Database (ORD), a public repository of structured organic reaction records. The task is: describe an organic reaction: reactants, conditions, products, and yield The reactants are CC(C)(C)OC(=O)N1CCN(C2(CO)Cc3ccccc3C2)CC1, ClCCl, Cc1cc(C)cc(C(=O)O)c1, CCN=C=NCCCN(C)C, Cc1ccnc(N)c1C, Cl. As a reaction SMILES: [C:1]([CH3:2])([CH3:3])([CH3:4])[O:5][C:6](=[O:7])[N:8]1[CH2:9][CH2:10][N:11]([C:14]2([CH2:23][OH:24])[CH2:15][c:16]3[cH:17][cH:18][cH:19][cH:20][c:21]3[CH2:22]2)[CH2:12][CH2:13]1.[CH2:57]([Cl:58])[Cl:59].[CH3:25][c:26]1[cH:27][c:28]([C:29](=[O:30])[OH:31])[cH:32][c:33]([CH3:35])[cH:34]1.[CH3:37][N:38]([CH3:39])[CH2:40][CH2:41][CH2:42][N:43]=[C:44]=[N:45][CH2:46][CH3:47].[CH3:48][c:49]1[cH:50][cH:51][n:52][c:53]([NH2:54])[c:55]1[CH3:56].[ClH:36]>>[C:1]([CH3:2])([CH3:3])([CH3:4])[O:5][C:6](=[O:7])[N:8]1[CH2:9][CH2:10][N:11]([C:14]2([CH2:23][O:24][C:29]([c:28]3[cH:27][c:26]([CH3:25])[cH:34][c:33]([CH3:35])[cH:32]3)=[O:30])[CH2:15][c:16]3[cH:17][cH:18][cH:19][cH:20][c:21]3[CH2:22]2)[CH2:12][CH2:13]1. Product: Cc1cc(C)cc(C(=O)OCC2(N3CCN(C(=O)OC(C)(C)C)CC3)Cc3ccccc3C2)c1. Starting materials: [N+](=O)([O-])C1=C(C(=C(C(=C1F)F)F)F)C(CC(=O)OCC)=O (2-nitro-3,4,5,6-tetrafluoro-β-oxobenzenepropanoic acid, ethyl ester), C(C)OC(OCC)OCC (triethylorthoformate), C(C)(=O)OC(C)=O (acetic anhydride), CC(C)([O-])C.[K+] (potassium t-butoxide), C1(CC1)N (cyclopropylamine). Solvent: C(C)(C)(C)O (t-butanol). Run at temperature 45 celsius, time 1.5 hour. The product is C1(CC1)N1C=C(C(C2=C(C(=C(C(=C12)F)F)F)[N+](=O)[O-])=O)C(=O)OCC (Ethyl 1-Cyclopropyl-5-nitro-6,7,8-trifluoro-1,4-dihydro-4-oxo-3-quinolinecarboxylate). Yield: 24.2%. RXN SMILES: [N+:1]([C:4]1[C:9]([F:10])=[C:8]([F:11])[C:7]([F:12])=[C:6](F)[C:5]=1[C:14](=[O:21])[CH2:15][C:16]([O:18][CH2:19][CH3:20])=[O:17])([O-:3])=[O:2].[CH2:22](OC(OCC)OCC)C.C(OC(=O)C)(=O)C.[CH:39]1([NH2:42])[CH2:41][CH2:40]1.CC(C)([O-])C.[K+]>C(O)(C)(C)C>[CH:39]1([N:42]2[C:6]3[C:5](=[C:4]([N+:1]([O-:3])=[O:2])[C:9]([F:10])=[C:8]([F:11])[C:7]=3[F:12])[C:14](=[O:21])[C:15]([C:16]([O:18][CH2:19][CH3:20])=[O:17])=[CH:22]2)[CH2:41][CH2:40]1 |f:4.5|. Reported procedure: A solution of 6.8 g (22 mmoles) of 2-nitro-3,4,5,6-tetrafluoro-β-oxobenzenepropanoic acid, ethyl ester, 4.9 g (33 mmoles) of triethylorthoformate and 50 ml of acetic anhydride was heated at reflux for two hours. The solvent was removed in vacuo and then in high vacuo at 80° C. for 1.5 hours. The residue was dissolved in 25 ml of t-butanol and treated with 1.43 g (25 mmoles) of cyclopropylamine. The mixture was heated at 45° C. for four hours, cooled to room temperature and treated dropwise with ... The reactants are Cc1c(C=O)[nH]c2c1C(=O)N(CCN1CCCC1)CCC2, O=C1Cc2cc(-c3ccccc3)ccc2N1. As a reaction SMILES: [CH3:1][c:2]1[c:3]([CH:20]=[O:21])[nH:4][c:5]2[c:6]1[C:7](=[O:19])[N:8]([CH2:12][CH2:13][N:14]1[CH2:15][CH2:16][CH2:17][CH2:18]1)[CH2:9][CH2:10][CH2:11]2.[c:22]1(-[c:28]2[cH:29][c:30]3[c:34]([cH:35][cH:36]2)[NH:33][C:32](=[O:37])[CH2:31]3)[cH:23][cH:24][cH:25][cH:26][cH:27]1>>[CH3:1][c:2]1[c:3]([CH:20]=[C:31]2[c:30]3[cH:29][c:28](-[c:22]4[cH:23][cH:24][cH:25][cH:26][cH:27]4)[cH:36][cH:35][c:34]3[NH:33][C:32]2=[O:37])[nH:4][c:5]2[c:6]1[C:7](=[O:19])[N:8]([CH2:12][CH2:13][N:14]1[CH2:15][CH2:16][CH2:17][CH2:18]1)[CH2:9][CH2:10][CH2:11]2. Yields the product Cc1c(C=C2C(=O)Nc3ccc(-c4ccccc4)cc32)[nH]c2c1C(=O)N(CCN1CCCC1)CCC2. Reactants: ClC1=NC=C(C(=N1)Cl)F (2,4-dichloro-5-fluoro-pyrimidine), N1N=NN=C1C=1C=C(N)C=CC1 (3-(tetrazol-5-yl)aniline), O (water). The solvent is CO.O (methanol water). Reaction conditions: temperature 60 celsius. Yields the product ClC1=NC=C(C(=N1)NC1=CC(=CC=C1)C1=NN=NN1)F (2-chloro-5-fluoro-N4-[3-(1H-tetrazol-5-yl)phenyl]-4-pyrimidineamine). Reaction SMILES: [Cl:1][C:2]1[N:7]=[C:6](Cl)[C:5]([F:9])=[CH:4][N:3]=1.[NH:10]1[C:14]([C:15]2[CH:16]=[C:17]([CH:19]=[CH:20][CH:21]=2)[NH2:18])=[N:13][N:12]=[N:11]1.O>CO.O>[Cl:1][C:2]1[N:7]=[C:6]([NH:18][C:17]2[CH:19]=[CH:20][CH:21]=[C:15]([C:14]3[NH:13][N:12]=[N:11][N:10]=3)[CH:16]=2)[C:5]([F:9])=[CH:4][N:3]=1 |f:3.4|. Procedure: A reaction mixture containing 2,4-dichloro-5-fluoro-pyrimidine (1.2 equivalents) and 3-(tetrazol-5-yl)aniline (1 equivalents) in methanol:water (1:1; v/v) was heated at 60° C. for 24 h. Upon dilution with water and acidification, the solid formed was filtered, washed with water, dried and analyzed to give 2-chloro-5-fluoro-N4-[3-(1H-tetrazol-5-yl)phenyl]-4-pyrimidineamine (R926853). Alternatively this reaction can be achieved by treating 2,4-dichloro-5-fluoropyrimidine (1 equivalent) with 3-(tet... RXN SMILES: [CH3:1][C:2]1[C:10]([Cl:11])=[CH:9][CH:8]=[CH:7][C:3]=1[C:4]([OH:6])=[O:5].[CH2:12](OC(OCC)OCC)[CH3:13]>>[CH2:12]([O:5][C:4](=[O:6])[C:3]1[CH:7]=[CH:8][CH:9]=[C:10]([Cl:11])[C:2]=1[CH3:1])[CH3:13]. The reactants are CC1=C(C(=O)O)C=CC=C1Cl (2-methyl-3-chlorobenzoic acid), C(C)OC(OCC)OCC (triethylorthoformate). Yields the product C(C)OC(C1=C(C(=CC=C1)Cl)C)=O (ethyl-3-chloro-2-methylbenzoate). Procedure details: A mixture of 34 g. (0.2 mol) of 2-methyl-3-chlorobenzoic acid and 50 mL. of commercially available triethylorthoformate was refluxed for 6 hours, upon which bulb-to-bulb distillation gave 35.5 g. (89% yield) of ethyl-3-chloro-2-methylbenzoate as a clear liquid having a boiling point of 80° C. at a pressure of 0.1 mmHg. The yield is 89.0%. Starting materials: O=C([O-])[O-], Cl, Cc1cccc(Nc2ncnc3ccc(F)cc23)c1, [K+], [K+], CN(C)C=O, c1ccc2[nH]cnc2c1. The product is Cc1cccc(Nc2ncnc3ccc(-n4cnc5ccccc54)cc23)c1. RXN SMILES: [C:30](=[O:31])([O-:32])[O-:33].[ClH:1].[F:2][c:3]1[cH:4][c:5]2[c:6]([NH:13][c:14]3[cH:15][c:16]([CH3:20])[cH:17][cH:18][cH:19]3)[n:7][cH:8][n:9][c:10]2[cH:11][cH:12]1.[K+:34].[K+:35].[O:36]=[CH:37][N:38]([CH3:39])[CH3:40].[n:21]1[cH:22][nH:23][c:24]2[c:25]1[cH:26][cH:27][cH:28][cH:29]2>>[c:3]1(-[n:21]2[cH:22][n:23][c:24]3[c:25]2[cH:26][cH:27][cH:28][cH:29]3)[cH:4][c:5]2[c:6]([NH:13][c:14]3[cH:15][c:16]([CH3:20])[cH:17][cH:18][cH:19]3)[n:7][cH:8][n:9][c:10]2[cH:11][cH:12]1. The reactants are C=CCNCC=O, CCO, O=C=Nc1ncc(F)s1, O, c1ccccc1. Product: C=CCN(CC=O)C(=O)Nc1ncc(F)s1. As a reaction SMILES: [CH2:16]([CH:17]=[CH2:18])[NH:19][CH2:20][CH:21]=[O:22].[CH2:24]([OH:25])[CH3:26].[F:1][c:2]1[cH:3][n:4][c:5]([N:7]=[C:8]=[O:9])[s:6]1.[OH2:23].[cH:10]1[cH:11][cH:12][cH:13][cH:14][cH:15]1>>[F:1][c:2]1[cH:3][n:4][c:5]([NH:7][C:8](=[O:9])[N:19]([CH2:16][CH:17]=[CH2:18])[CH2:20][CH:21]=[O:22])[s:6]1.